This data is from the Open Reaction Database (ORD), a public repository of structured organic reaction records. The task is: describe an organic reaction: reactants, conditions, products, and yield The reactants are BrP(Br)(c1ccccc1)(c1ccccc1)c1ccccc1, C1CCCCC1, C1COCCO1, OCCCc1c[nH]c2ccccc12. The product is BrCCCc1c[nH]c2ccccc12. RXN SMILES: [Br:14][P:15]([Br:16])([c:17]1[cH:18][cH:19][cH:20][cH:21][cH:22]1)([c:23]1[cH:24][cH:25][cH:26][cH:27][cH:28]1)[c:29]1[cH:30][cH:31][cH:32][cH:33][cH:34]1.[CH2:35]1[CH2:36][CH2:37][CH2:38][CH2:39][CH2:40]1.[O:41]1[CH2:42][CH2:43][O:44][CH2:45][CH2:46]1.[nH:1]1[cH:2][c:3]([CH2:10][CH2:11][CH2:12][OH:13])[c:4]2[cH:5][cH:6][cH:7][cH:8][c:9]12>>[nH:1]1[cH:2][c:3]([CH2:10][CH2:11][CH2:12][Br:14])[c:4]2[cH:5][cH:6][cH:7][cH:8][c:9]12. Starting materials: CC([C@@H](C(=O)O)N1C(N(CC1)CC1=C(C=CC=C1)[N+](=O)[O-])=O)(C)C ((2S)-3,3-dimethyl-2-[3-(2-nitrobenzyl)-2-oxo-1-imidazolidinyl]butanoic acid), CCOP(=O)(OCC)ON1C(=O)C2=C(C=CC=C2)N=N1 (DEPBT), C(C)(C)N(C(C)C)CC (N,N-diisopropylethylamine), N[C@H]([C@H](C[C@H](CC1=CC=C(C=C1)C1=NC=CC=C1)NC(=O)[C@H](C(C)(C)C)NC(OC)=O)O)CC1=CC=CC=C1 (methyl(1S)-1-[({(1S,3S,4S)-4-amino-3-hydroxy-5-phenyl-1-[4-(2-pyridinyl)benzyl]pentyl}amino)carbonyl]-2,2-dimethylpropylcarbamate). The solvent is C1CCOC1 (THF). Conditions: temperature 25 celsius, time 16 hour. Yields the product CC([C@@H](C(=O)N[C@H]([C@H](C[C@H](CC1=CC=C(C=C1)C1=NC=CC=C1)NC(=O)[C@H](C(C)(C)C)NC(OC)=O)O)CC1=CC=CC=C1)N1C(N(CC1)CC1=C(C=CC=C1)[N+](=O)[O-])=O)(C)C (methyl(1S)-1-[({(1S,3S,4S)-4-({(2S)-3,3-dimethyl-2-[3-(2-nitrobenzyl)-2-oxo-1-imidazolidinyl]butanoyl}amino)-3-hydroxy-5-phenyl-1-[4-(2-pyridinyl)benzyl]pentyl}amino)carbonyl]-2,2-dimethylpropylcarbamate). Yield: 61.1%. As a reaction SMILES: [NH2:1][C@@H:2]([CH2:33][C:34]1[CH:39]=[CH:38][CH:37]=[CH:36][CH:35]=1)[C@@H:3]([OH:32])[CH2:4][C@@H:5]([NH:19][C:20]([C@@H:22]([NH:27][C:28](=[O:31])[O:29][CH3:30])[C:23]([CH3:26])([CH3:25])[CH3:24])=[O:21])[CH2:6][C:7]1[CH:12]=[CH:11][C:10]([C:13]2[CH:18]=[CH:17][CH:16]=[CH:15][N:14]=2)=[CH:9][CH:8]=1.[CH3:40][C:41]([CH3:63])([CH3:62])[C@H:42]([N:46]1[CH2:50][CH2:49][N:48]([CH2:51][C:52]2[CH:57]=[CH:56][CH:55]=[CH:54][C:53]=2[N+:58]([O-:60])=[O:59])[C:47]1=[O:61])[C:43](O)=[O:44].CCOP(ON1N=NC2C=CC=CC=2C1=O)(OCC)=O.C(N(CC)C(C)C)(C)C>C1COCC1>[CH3:40][C:41]([CH3:63])([CH3:62])[C@H:42]([N:46]1[CH2:50][CH2:49][N:48]([CH2:51][C:52]2[CH:57]=[CH:56][CH:55]=[CH:54][C:53]=2[N+:58]([O-:60])=[O:59])[C:47]1=[O:61])[C:43]([NH:1][C@@H:2]([CH2:33][C:34]1[CH:35]=[CH:36][CH:37]=[CH:38][CH:39]=1)[C@@H:3]([OH:32])[CH2:4][C@@H:5]([NH:19][C:20]([C@@H:22]([NH:27][C:28](=[O:31])[O:29][CH3:30])[C:23]([CH3:26])([CH3:25])[CH3:24])=[O:21])[CH2:6][C:7]1[CH:12]=[CH:11][C:10]([C:13]2[CH:18]=[CH:17][CH:16]=[CH:15][N:14]=2)=[CH:9][CH:8]=1)=[O:44]. Reported procedure: A solution containing the product from Example 2C (0.082 g, 0.154 mmol) in THF (1.5 mL) was treated with the product from Example 123A (0.057 g, 0.17 mmol), DEPBT (0.069 g, 0.231 mmol), and N,N-diisopropylethylamine (0.135 mL, 0.77 mmol), stirred at 25° C. for 16 hours, and partitioned between ethyl acetate and 10% Na2CO3 solution. The organic phase was washed with additional 10% Na2CO3 solution and brine, dried over MgSO4, filtered and concentrated. The residue was chromatographed on silica gel... The reactants are ClC1=C(C=CC=C1)C1=C(C=C(C(N1)=O)C(CC)=O)C1=CC=C(C=C1)Cl (6-(2-chlorophenyl)-5-(4-chlorophenyl)-3-propionylpyridin-2(1H)-one), C(C(C)C)=O (isobutyraldehyde), N1CCCC1 (pyrrolidine), C(C)#N (acetonitrile), C(C(C)C)=O (isobutyraldehyde). Solvent: CCOC(=O)C (EtOAc). Conditions: temperature 90 celsius, time 25 minute. Yields the product ClC1=C(C=CC=C1)C1=C(C=C2C(=N1)OC(C(C2=O)C)C(C)C)C2=CC=C(C=C2)Cl (7-(2-Chlorophenyl)-6-(4-chlorophenyl)-2-isopropyl-3-methyl-2,3-dihydro-4H-pyrano[2,3-b]pyridin-4-one). As a reaction SMILES: [Cl:1][C:2]1[CH:7]=[CH:6][CH:5]=[CH:4][C:3]=1[C:8]1[NH:13][C:12](=[O:14])[C:11]([C:15](=[O:18])[CH2:16][CH3:17])=[CH:10][C:9]=1[C:19]1[CH:24]=[CH:23][C:22]([Cl:25])=[CH:21][CH:20]=1.[CH:26](=O)[CH:27](C)[CH3:28].N1CCC[CH2:32]1.C(#N)C>CCOC(C)=O>[Cl:1][C:2]1[CH:7]=[CH:6][CH:5]=[CH:4][C:3]=1[C:8]1[N:13]=[C:12]2[O:14][CH:17]([CH:27]([CH3:28])[CH3:26])[CH:16]([CH3:32])[C:15](=[O:18])[C:11]2=[CH:10][C:9]=1[C:19]1[CH:20]=[CH:21][C:22]([Cl:25])=[CH:23][CH:24]=1. Procedure details: To 6-(2-chlorophenyl)-5-(4-chlorophenyl)-3-propionylpyridin-2(1H)-one (350 mg, 0.940 mmol), was added isobutyraldehyde (0.384. mL, 4.23 mmol), pyrrolidine (0.117 mL, 1.41 mmol) and acetonitrile (1.5 mL) The reaction was heated in a CEM Discover microwave system to 90° C. in a sealed microwave tube for 50 min. An additional charge of isobutyraldehyde (0.4 mL, 4.4 mmol) was added and the reaction was heated by microwave to 100° C. for 25 min and then 110° C. for 25 min. The reaction was diluted wi...